Dataset: the Open Reaction Database (ORD), a public repository of structured organic reaction records. Task: describe an organic reaction: reactants, conditions, products, and yield Reactants: C=1(O)C(O)=CC=CC1 (catechol), C=1(O)C(O)=CC=CC1 (catechol), C(C(=O)O)(=O)O (oxalic acid), OCC1=C(C(=CC(=C1)C)CO)O (2,6-bis(hydroxymethyl)-4-methylphenol). Solvent: O (water). Run at temperature 60 celsius, time 10 minute. The product is C1=CC(=CC=C1O)C.C=1(O)C(O)=CC=CC1 (catechol-(p-cresol)). As a reaction SMILES: [C:1]1([C:3](=[CH:5][CH:6]=[CH:7][CH:8]=1)[OH:4])[OH:2].C(O)(=O)C(O)=O.OC[C:17]1[CH:22]=[C:21]([CH3:23])[CH:20]=[C:19](CO)[C:18]=1[OH:26]>O>[CH:17]1[C:18]([OH:26])=[CH:19][CH:20]=[C:21]([CH3:23])[CH:22]=1.[C:1]1([C:3](=[CH:5][CH:6]=[CH:7][CH:8]=1)[OH:4])[OH:2] |f:4.5|. Procedure details: To a 1 liter, 3 necked round bottomed flask equipped with a paddle stirrer, condenser, thermometer and heating source, were added 159 g (1.45 moles) of catechol, 10 g (0.11 moles) of oxalic acid and 100 g of water. The mixture was stirred and heated to 60° C. Complete solution was obtained. 147 g (0.874 moles) of 2,6-bis(hydroxymethyl)-4-methylphenol were added, in eight equal portions. After the first portion was added, the temperature dropped several degrees. The temperature of the reaction mi... Reactants: [Si](C)(C)(C(C)(C)C)OCC1(N(C(CC1)COS(=O)(=O)C1=CC=C(C=C1)C)C(=O)OC(C)(C)C)CO[Si](C)(C)C(C)(C)C (tert-butyl 2,2-bis[[tert-butyl(dimethyl)silyl]oxymethyl]-5-(p-tolylsulfonyloxymethyl)pyrrolidine-1-carboxylate), CCCC[N+](CCCC)(CCCC)CCCC.[F-] (TBAF). Solvent: C1CCOC1 (THF), C(C)(=O)OCC (ethyl acetate). Run at temperature 50 celsius, time 16 hour. The product is OCC12COCC(CC1)N2C(=O)OC(C)C (isopropyl 5-(hydroxymethyl)-3-oxa-8-azabicyclo[3.2.1]octane-8-carboxylate). Yield: 49.7%. As a reaction SMILES: [Si]([O:8][CH2:9][C:10]1([CH2:34][O:35][Si](C(C)(C)C)(C)C)[CH2:14][CH2:13][CH:12]([CH2:15]OS(C2C=CC(C)=CC=2)(=O)=O)[N:11]1[C:27]([O:29][C:30]([CH3:33])([CH3:32])C)=[O:28])(C(C)(C)C)(C)C.CCCC[N+](CCCC)(CCCC)CCCC.[F-]>C1COCC1.C(OCC)(=O)C>[OH:8][CH2:9][C:10]12[N:11]([C:27]([O:29][CH:30]([CH3:32])[CH3:33])=[O:28])[CH:12]([CH2:13][CH2:14]1)[CH2:15][O:35][CH2:34]2 |f:1.2|. Procedure: A mixture of tert-butyl 2,2-bis[[tert-butyl(dimethyl)silyl]oxymethyl]-5-(p-tolylsulfonyloxymethyl)pyrrolidine-1-carboxylate (410 mg, 0.64 mmol) and TBAF (1 M in THF, 4 mL) in THF (2 mL) was stirred at 50° C. for 16 h. Then the mixture was diluted with ethyl acetate (50 mL) and washed with saturated NH4Cl (50 mL) three times and water (50 mL) three times, dried over anhydrous sodium sulfate and concentrated in vacuo to afford isopropyl 5-(hydroxymethyl)-3-oxa-8-azabicyclo[3.2.1]octane-8-carboxyla... Starting materials: ClC1=C(C(=CC=C1C)Cl)NS(=O)(=O)C1=NNC(=N1)N (N-(2,6-dichloro-3-methylphenyl)-5-amino-1,2,4-triazole-3-sulfonamide), C(CC(=O)C)(=O)OCC (ethyl acetoacetate), Cl (hydrochloric acid). The solvent is CO (methanol). Run at time 18 hour. The product is ClC1=C(C(=CC=C1C)Cl)NS(=O)(=O)C1=NN2C(N=C(C=C2O)C)=N1 (N-(2,6-dichloro-3-methylphenyl)-7-hydroxy-5-methyl-1,2,4-triazolo[1,5-a]-pyrimidine-2-sulfonamide). RXN SMILES: [Cl:1][C:2]1[C:7]([CH3:8])=[CH:6][CH:5]=[C:4]([Cl:9])[C:3]=1[NH:10][S:11]([C:14]1[N:18]=[C:17]([NH2:19])[NH:16][N:15]=1)(=[O:13])=[O:12].[C:20](OCC)(=[O:25])[CH2:21][C:22]([CH3:24])=O.Cl>CO>[Cl:1][C:2]1[C:7]([CH3:8])=[CH:6][CH:5]=[C:4]([Cl:9])[C:3]=1[NH:10][S:11]([C:14]1[N:18]=[C:17]2[N:19]=[C:22]([CH3:24])[CH:21]=[C:20]([OH:25])[N:16]2[N:15]=1)(=[O:13])=[O:12]. Reported procedure: A solution of 32.2 g (0.10 mol) of N-(2,6-dichloro-3-methylphenyl)-5-amino-1,2,4-triazole-3-sulfonamide and 14 ml (0.11 mol) of ethyl acetoacetate in 500 ml of methanol containing 1 ml of 12N hydrochloric acid was heated to reflux with stirring for about 18 hours. The solid present was collected by filtration and the filtrate was heated to reflux for another day. The mixture obtained was cooled in an ice bath and the solid present was collected by filtration. The filtrate was concentrated to abo... The reactants are CN1CCCC1=O, CC1Cc2c(F)c(F)c(N)c3c(=O)c(C(=O)O)cn1c23, OC1CCNCC1. The product is CC1Cc2c(N3CCC(O)CC3)c(F)c(N)c3c(=O)c(C(=O)O)cn1c23. RXN SMILES: [CH3:28][N:29]1[CH2:30][CH2:31][CH2:32][C:33]1=[O:34].[NH2:1][c:2]1[c:3]2[c:4](=[O:20])[c:5]([C:17](=[O:18])[OH:19])[cH:6][n:7]3[c:8]2[c:9]([c:10]([F:13])[c:11]1[F:12])[CH2:14][CH:15]3[CH3:16].[OH:21][CH:22]1[CH2:23][CH2:24][NH:25][CH2:26][CH2:27]1>>[NH2:1][c:2]1[c:3]2[c:4](=[O:20])[c:5]([C:17](=[O:18])[OH:19])[cH:6][n:7]3[c:8]2[c:9]([c:10]([N:25]2[CH2:24][CH2:23][CH:22]([OH:21])[CH2:27][CH2:26]2)[c:11]1[F:12])[CH2:14][CH:15]3[CH3:16]. Reactants: COC1=CC=C(CS[C@H]2C[C@H](N(C2)C(=O)OCC2=CC=C(C=C2)[N+](=O)[O-])C(=O)O)C=C1 ((2S,4S)-4-(4-methoxybenzylthio)-1-(4-nitrobenzyloxycarbonyl)-2-pyrrolidinecarboxylic acid), C(C(C)(C)C)(=O)Cl (pivaloyl chloride), C[C@@H]1N(C[C@H](NC1)C)C(=O)OCC1=CC=C(C=C1)[N+](=O)[O-] (trans-2,5-dimethyl-1-(4-nitrobenzyloxycarbonyl)piperazine). Run in C(C)N(CC)CC (triethylamine). Product: C[C@@H]1N(C[C@H](N(C1)C(=O)OCC1=CC=C(C=C1)[N+](=O)[O-])C)C(=O)[C@H]1N(C[C@H](C1)S)C(=O)OCC1=CC=C(C=C1)[N+](=O)[O-] ((2S,4S)-2-[trans-2,5-Dimethyl-4-(4-nitrobenzyloxycarbonyl)piperazin-1-ylcarbonyl]-4-mercapto-1-(4-nitrobenzyloxycarbonyl)pyrrolidine). Isolated yield 23.9%. As a reaction SMILES: COC1C=CC(C[S:8][C@@H:9]2[CH2:13][N:12]([C:14]([O:16][CH2:17][C:18]3[CH:23]=[CH:22][C:21]([N+:24]([O-:26])=[O:25])=[CH:20][CH:19]=3)=[O:15])[C@H:11]([C:27]([OH:29])=O)[CH2:10]2)=CC=1.C(Cl)(=O)C(C)(C)C.[CH3:39][C@H:40]1[CH2:45][NH:44][C@H:43]([CH3:46])[CH2:42][N:41]1[C:47]([O:49][CH2:50][C:51]1[CH:56]=[CH:55][C:54]([N+:57]([O-:59])=[O:58])=[CH:53][CH:52]=1)=[O:48]>C(N(CC)CC)C>[CH3:46][C@H:43]1[CH2:42][N:41]([C:47]([O:49][CH2:50][C:51]2[CH:56]=[CH:55][C:54]([N+:57]([O-:59])=[O:58])=[CH:53][CH:52]=2)=[O:48])[C@H:40]([CH3:39])[CH2:45][N:44]1[C:27]([C@@H:11]1[CH2:10][C@H:9]([SH:8])[CH2:13][N:12]1[C:14]([O:16][CH2:17][C:18]1[CH:19]=[CH:20][C:21]([N+:24]([O-:26])=[O:25])=[CH:22][CH:23]=1)=[O:15])=[O:29]. Procedure details: Following a procedure similar to that described in Preparation 8, but using 1.79 g of (2S,4S)-4-(4-methoxybenzylthio)-1-(4-nitrobenzyloxycarbonyl)-2-pyrrolidinecarboxylic acid, 0.54 ml of pivaloyl chloride, 0.61 ml of triethylamine and 1.29 g of trans-2,5-dimethyl-1-(4-nitrobenzyloxycarbonyl)piperazine, 577 mg of the title compound were obtained as an amorphous solid.